Dataset: the Open Reaction Database (ORD), a public repository of structured organic reaction records. Task: describe an organic reaction: reactants, conditions, products, and yield RXN SMILES: [F:1][C:2]1[CH:18]=[CH:17][C:5]([C:6]([N:8]2[CH2:13][CH2:12][CH:11]([C:14]([OH:16])=O)[CH2:10][CH2:9]2)=[O:7])=[CH:4][CH:3]=1.[CH3:19][Mg]Br>>[F:1][C:2]1[CH:3]=[CH:4][C:5]([C:6]([N:8]2[CH2:9][CH2:10][CH:11]([C:14](=[O:16])[CH3:19])[CH2:12][CH2:13]2)=[O:7])=[CH:17][CH:18]=1. Reported procedure: In a manner similar to that described in Preparation 4, 1-(4-fluorobenzoyl)piperidine-4-carboxylic acid is reacted with methylmagnesium bromide to afford the title compound. Starting materials: FC1=CC=C(C(=O)N2CCC(CC2)C(=O)O)C=C1 (1-(4-fluorobenzoyl)piperidine-4-carboxylic acid), C[Mg]Br (methylmagnesium bromide). The product is FC1=CC=C(C(=O)N2CCC(CC2)C(C)=O)C=C1 (1-(4-Fluorobenzoyl)-4-(1-oxoethyl)piperidine).